From a dataset of the Open Reaction Database (ORD), a public repository of structured organic reaction records. describe an organic reaction: reactants, conditions, products, and yield Reactants: PTFE, [OH-].[Ca+2].[OH-] (calcium hydroxide), FC1=C(C=CC(=C1)F)[N+](=O)[O-] (2,4-difluoronitro-benzene), PTFE, [OH-].[K+] (potassium hydroxide), [F-] (fluoride), [Si](O)(O)(O)O (silicic acid), S(O)(O)(=O)=O (sulfuric acid), α-silicon carbide, stainless steel. Run in O (water). Run at temperature 60 celsius. The product is FC=1C=CC(=C(C1)O)[N+](=O)[O-] (5-fluoro-2-nitrophenol). Yield: 78.0%. As a reaction SMILES: F[C:2]1[CH:7]=[C:6]([F:8])[CH:5]=[CH:4][C:3]=1[N+:9]([O-:11])=[O:10].[OH-].[K+].S(=O)(=O)(O)[OH:15].[F-].[Si](O)(O)(O)O.[OH-].[Ca+2].[OH-]>O>[F:8][C:6]1[CH:5]=[CH:4][C:3]([N+:9]([O-:11])=[O:10])=[C:2]([OH:15])[CH:7]=1 |f:1.2,6.7.8|. Procedure: In this example, the stirrer described in Example 1 was introduced via an axial face seal into an otherwise commercially available PTFE reactor, the axial face seal being made of α-silicon carbide. Instead of Asplit FN, Asplit CN and, as the shaft material, CFP (carbon fiber-reinforced plastic based on phenolic resin) were employed. 119.4 g (0.75 mol) of 2,4-difluoronitro-benzene were initially introduced into the PTFE reactor, 104.8 g (1.566 mol) of potassium hydroxide (85% strength) in 300 g o... Starting materials: [H-].C(C(C)C)[Al+]CC(C)C (Diisobutylaluminium hydride), COC(=O)C1=C(OC(=C1)C1=NOC(C1)(C(F)(F)F)C1=CC(=C(C(=C1)Cl)Cl)Cl)C (2-methyl-5-[5-(3,4,5-trichloro-phenyl)-5-trifluoromethyl-4,5-dihydro-isoxazol-3-yl]-furan-3-carboxylic acid methyl ester). Solvent: C(C)OCC (diethyl ether). Run at time 20 hour. Product: CC=1OC(=CC1CO)C1=NOC(C1)(C(F)(F)F)C1=CC(=C(C(=C1)Cl)Cl)Cl ({2-methyl-5-[5-(3,4,5-trichloro-phenyl)-5-trifluoromethyl-4,5-dihydro-isoxazol-3-yl]-furan-3-yl}-methanol). The yield is 82.7%. RXN SMILES: [H-].C([Al+]CC(C)C)C(C)C.C[O:12][C:13]([C:15]1[CH:19]=[C:18]([C:20]2[CH2:24][C:23]([C:29]3[CH:34]=[C:33]([Cl:35])[C:32]([Cl:36])=[C:31]([Cl:37])[CH:30]=3)([C:25]([F:28])([F:27])[F:26])[O:22][N:21]=2)[O:17][C:16]=1[CH3:38])=O>C(OCC)C>[CH3:38][C:16]1[O:17][C:18]([C:20]2[CH2:24][C:23]([C:29]3[CH:34]=[C:33]([Cl:35])[C:32]([Cl:36])=[C:31]([Cl:37])[CH:30]=3)([C:25]([F:27])([F:26])[F:28])[O:22][N:21]=2)=[CH:19][C:15]=1[CH2:13][OH:12] |f:0.1|. Procedure: Diisobutylaluminium hydride (DIBAL-H, 21.9 ml, 1M in toluene) is added to a solution of 2-methyl-5-[5-(3,4,5-trichloro-phenyl)-5-trifluoromethyl-4,5-dihydro-isoxazol-3-yl]-furan-3-carboxylic acid methyl ester (5.0 g) in diethyl ether (100 ml) under nitrogen at −5° C. After 15 it at −5° C., the cold bad is removed. After 20 hours at room temperature, the reaction mixture is diluted with ethyl acetate and is quenched with a saturated solution of NaHCO3. The organic phase is separated and washed wi...